The task is: describe an organic reaction: reactants, conditions, products, and yield. This data is from the Open Reaction Database (ORD), a public repository of structured organic reaction records. Starting materials: C(CC(C)C)ON=O (isoamylnitrite), C1COCCOCCOCCOCCOCCO1 (18-crown-6), C(C)(=O)OC(C)=O (acetic anhydride), OCC1=CC(=C(N)C=C1)C (4-(hydroxymethyl)-2-methylaniline), OCC1=CC(=C(N)C=C1)C (4-(hydroxymethyl)-2-methylaniline), C(C)(=O)[O-].[K+] (potassium acetate), C(C)(=O)OC(C)=O (acetic anhydride). Solvent: C(Cl)(Cl)Cl (chloroform), C(Cl)Cl (methylene chloride). Conditions: temperature 45 celsius, time 12 hour. Product: C(C)(=O)N1N=CC2=CC(=CC=C12)COC(C)=O (1-acetyl-5-(acetoxymethyl)indazole). Isolated yield 92.2%. RXN SMILES: [OH:1][CH2:2][C:3]1[CH:9]=[CH:8][C:6]([NH2:7])=[C:5]([CH3:10])[CH:4]=1.[C:11]([O-:14])(=O)[CH3:12].[K+].[C:16]([O:19]C(=O)C)(=O)[CH3:17].C(O[N:29]=O)CC(C)C.C1OCCOCCOCCOCCOCCOC1>C(Cl)(Cl)Cl.C(Cl)Cl>[C:16]([N:7]1[C:6]2[C:5](=[CH:4][C:3]([CH2:2][O:1][C:11](=[O:14])[CH3:12])=[CH:9][CH:8]=2)[CH:10]=[N:29]1)(=[O:19])[CH3:17] |f:1.2|. Procedure details: To a suspension of 2-methyl-4-(hydroxymethyl)aniline (compound 90, 4.0 g, 29 mmol) and potassium acetate (Aldrich, 8.6 g, 88 mmol) in chloroform (Calbiochem, 60 mL), was added acetic anhydride (Aldrich, 8.3 mL, 88 mmol) at room temperature, and the temperature was allowed to increase to 45° C. The mixture was then heated to reflux temperature for 2 hours under nitrogen. After cooling to room temperature, isoamylnitrite (Aldrich, 7.8 mL, 88 mmol) and 18-crown-6 (Aldrich, 1.5 g, 0.6 mmol) were add... The reactants are C(C)C1C(CC(C(C(OC(C2CCCCN2C(C(C2(C(CC(C(C(CC(CC(=C1)C)C)OC)O2)OC)C)O)=O)=O)=O)C(=CC2CC(C(CC2)OC2=CC=C(C=C2)O[Si](C)(C)C(C)(C)C)O)C)C)O)=O (17-ethyl-1,14-dihydroxy-12-[2'-(4"-(4'"-tert-butyldimethylsilyloxyphenyloxy)-3"-hydroxycyclohexyl)-1'-methylvinyl]23,25-dimethoxy-13,19,21,27-tetramethyl-11,28-dioxa-4-azatricyclo[22.3.1.04,9 ]octacos-18-ene-2,3,10,16-tetraone), C1(=CC=C(C=C1)S(=O)(=O)O)C (p-toluenesulfonic acid). Run in C(Cl)Cl (CH2Cl2), CO (methanol). Reaction conditions: temperature 0 celsius. Yields the product C(C)C1C(CC(C(C(OC(C2CCCCN2C(C(C2(C(CC(C(C(CC(CC(=C1)C)C)OC)O2)OC)C)O)=O)=O)=O)C(=CC2CC(C(CC2)OC2=CC=C(C=C2)O)O)C)C)O)=O (17-ethyl-1,14-dihydroxy-12-[2'-(4"-(4'"-hydroxyphenyloxy)-3"-hydroxycyclohexyl)-1'-methylvinyl] 23,25-dimethoxy-13,19,21,27-tetramethyl-11,28-dioxa-4-azatricyclo[22.3.1.04,9 ]octacos-18-ene-2,3,10,16-tetraone). The yield is 64.5%. As a reaction SMILES: [CH2:1]([CH:3]1[CH:29]=[C:28]([CH3:30])[CH2:27][CH:26]([CH3:31])[CH2:25][CH:24]([O:32][CH3:33])[CH:23]2[O:34][C:19]([OH:38])([CH:20]([CH3:37])[CH2:21][CH:22]2[O:35][CH3:36])[C:18](=[O:39])[C:17](=[O:40])[N:16]2[CH:11]([CH2:12][CH2:13][CH2:14][CH2:15]2)[C:10](=[O:41])[O:9][CH:8]([C:42]([CH3:66])=[CH:43][CH:44]2[CH2:49][CH2:48][CH:47]([O:50][C:51]3[CH:56]=[CH:55][C:54]([O:57][Si](C(C)(C)C)(C)C)=[CH:53][CH:52]=3)[CH:46]([OH:65])[CH2:45]2)[CH:7]([CH3:67])[CH:6]([OH:68])[CH2:5][C:4]1=[O:69])[CH3:2].C1(C)C=CC(S(O)(=O)=O)=CC=1>C(Cl)Cl.CO>[CH2:1]([CH:3]1[CH:29]=[C:28]([CH3:30])[CH2:27][CH:26]([CH3:31])[CH2:25][CH:24]([O:32][CH3:33])[CH:23]2[O:34][C:19]([OH:38])([CH:20]([CH3:37])[CH2:21][CH:22]2[O:35][CH3:36])[C:18](=[O:39])[C:17](=[O:40])[N:16]2[CH:11]([CH2:12][CH2:13][CH2:14][CH2:15]2)[C:10](=[O:41])[O:9][CH:8]([C:42]([CH3:66])=[CH:43][CH:44]2[CH2:49][CH2:48][CH:47]([O:50][C:51]3[CH:52]=[CH:53][C:54]([OH:57])=[CH:55][CH:56]=3)[CH:46]([OH:65])[CH2:45]2)[CH:7]([CH3:67])[CH:6]([OH:68])[CH2:5][C:4]1=[O:69])[CH3:2]. Procedure: To a stirred solution of 17-ethyl-1,14-dihydroxy-12-[2'-(4"-(4'"-tert-butyldimethylsilyloxyphenyloxy)-3"-hydroxycyclohexyl)-1'-methylvinyl]23,25-dimethoxy-13,19,21,27-tetramethyl-11,28-dioxa-4-azatricyclo[22.3.1.04,9 ]octacos-18-ene-2,3,10,16-tetraone (41.9 mg) in CH2Cl2 (1.5 mL.) at 0° C. was added a solution of p-toluenesulfonic acid in methanol (1.5 mL. of a 10% w/v solution). The mixture was stirred 3H at 0° C. and then 3H at room temperature. The reaction mixture was quenched with saturated... The reactants are Cl (hydrochloric acid), BrC=1C2=CC=CC=C2C(=C2C=CC=CC12)C1=CC=C(C=C1)C(C)(C)C (9-bromo-10-(4-tert-butylphenyl) anthracene), B(OC(C)C)(OC(C)C)OC(C)C (triisopropyl borate), CCCCCC (hexane). The solvent is O1CCCC1 (tetrahydrofuran). Conditions: temperature 0 celsius, time 30 minute. Product: C(C)(C)(C)C1=CC=C(C=C1)C=1C2=CC=CC=C2C(=C2C=CC=CC12)B(O)O (9-(4-tert-butylphenyl)-10-anthraceneboronic acid). As a reaction SMILES: Br[C:2]1[C:3]2[C:8]([C:9]([C:16]3[CH:21]=[CH:20][C:19]([C:22]([CH3:25])([CH3:24])[CH3:23])=[CH:18][CH:17]=3)=[C:10]3[C:15]=1[CH:14]=[CH:13][CH:12]=[CH:11]3)=[CH:7][CH:6]=[CH:5][CH:4]=2.CCCCCC.[B:32](OC(C)C)([O:37]C(C)C)[O:33]C(C)C.Cl>O1CCCC1>[C:22]([C:19]1[CH:18]=[CH:17][C:16]([C:9]2[C:10]3[C:15]([C:2]([B:32]([OH:37])[OH:33])=[C:3]4[C:8]=2[CH:7]=[CH:6][CH:5]=[CH:4]4)=[CH:14][CH:13]=[CH:12][CH:11]=3)=[CH:21][CH:20]=1)([CH3:24])([CH3:25])[CH3:23]. Procedure: 15.4 g of the above-mentioned 9-bromo-10-(4-tert-butylphenyl) anthracene was dissolved in 380 ml of tetrahydrofuran to drop 30 ml of n-butylithium (1.6 M-hexane solution) thereto under nitrogen atmosphere at a temperature of 0° C. The solution was stirred at a temperature of 0° C. for 30 minutes and thereafter cooled to a temperature of −80° C. to drop 18.2 ml of triisopropyl borate thereto. The solution was heated up to room temperature by standing at room temperature and thereafter stirred at ...